This data is from the Open Reaction Database (ORD), a public repository of structured organic reaction records. The task is: describe an organic reaction: reactants, conditions, products, and yield Yield: 52.4%. RXN SMILES: C([O:8][C@@H:9]1[C@@H:47]([O:48]CC2C=CC=CC=2)[C@H:46]([O:56][C@@H:57]2[O:86][C@H:85]([CH2:87][F:88])[C@@H:76]([O:77]CC3C=CC=CC=3)[C@H:67]([O:68]CC3C=CC=CC=3)[C@H:58]2[O:59]CC2C=CC=CC=2)[C@@H:45]([CH2:89][O:90]CC2C=CC=CC=2)[O:44][C@@H:10]1[O:11][C@H:12]1[C@H:16]([O:17]CC2C=CC=CC=2)[CH2:15][N:14](C(OCC2C=CC=CC=2)=O)[C@@H:13]1[CH2:35][O:36]CC1C=CC=CC=1)C1C=CC=CC=1.Cl>CO.[OH-].[Pd+2].[OH-].[C]>[F:88][CH2:87][C@H:85]1[O:86][C@@H:57]([O:56][C@@H:46]2[C@@H:45]([CH2:89][OH:90])[O:44][C@H:10]([O:11][C@H:12]3[C@H:16]([OH:17])[CH2:15][NH:14][C@@H:13]3[CH2:35][OH:36])[C@H:9]([OH:8])[C@H:47]2[OH:48])[C@H:58]([OH:59])[C@@H:67]([OH:68])[C@@H:76]1[OH:77] |f:3.4.5.6|. The product is FC[C@@H]1[C@H]([C@@H]([C@H]([C@@H](O1)O[C@H]1[C@@H]([C@H]([C@@H](O[C@@H]2[C@H](NC[C@H]2O)CO)O[C@@H]1CO)O)O)O)O)O ((2R,3R,4R)-4-Hydroxy-2-hydroxymethyl-pyrrolidin-3-yl 4-O-(6-fluoro-6-deoxy-β-D-glucopyranosyl)-α-D-glucopyranoside). Conditions: time 2 hour. Procedure details: The compound (126.0 mg, 0.096 mmol) synthesized in Example 4 (4c) was dissolved in methanol (10 mL) containing 1% aqueous hydrochloric acid solution and 20% palladium hydroxide-carbon (100 mg) was added thereto, followed by stirring of the mixture under a hydrogen atmosphere for 2 hours. After the solvent was removed by celite filtration, 28% ammonia water (0.5 mL) was added thereto, followed by stirring of the mixture for 10 minutes. After the solvent was distilled off under reduced pressure an... Run in CO (methanol). Reactants: C(C1=CC=CC=C1)O[C@H]1[C@@H](O[C@@H]2[C@H](N(C[C@H]2OCC2=CC=CC=C2)C(=O)OCC2=CC=CC=C2)COCC2=CC=CC=C2)O[C@@H]([C@H]([C@@H]1OCC1=CC=CC=C1)O[C@H]1[C@H](OCC2=CC=CC=C2)[C@@H](OCC2=CC=CC=C2)[C@H](OCC2=CC=CC=C2)[C@H](O1)CF)COCC1=CC=CC=C1 ((2R,3R,4R)-4-Benzyloxy-N-benzyloxycarbonyl-2-(benzyloxymethyl)pyrrolidin-3-yl 2,3,6-tri-O-benzyl-4-O-(2,3,4-tri-O-benzyl-6-fluoro-6-deoxy-β-D-glucopyranosyl)-α-D-glucopyranoside), Cl (hydrochloric acid). Reagents/catalysts: [OH-].[Pd+2].[OH-].[C] (palladium hydroxide carbon). Reactants: [K+], [K+], Nc1c(Nc2cccnc2)c(=O)c1=O, O=C([O-])[O-], CC(C)(C)C(NC(=O)c1cccs1)n1nnc2ccccc21. The product is CC(C)(C)C(NC(=O)c1cccs1)Nc1c(Nc2cccnc2)c(=O)c1=O. As a reaction SMILES: [K+:37].[K+:38].[NH2:1][c:2]1[c:3](=[O:14])[c:4](=[O:13])[c:5]1[NH:6][c:7]1[cH:8][n:9][cH:10][cH:11][cH:12]1.[O-:39][C:40]([O-:41])=[O:42].[n:15]1([CH:24]([C:25]([CH3:26])([CH3:27])[CH3:28])[NH:29][C:30](=[O:31])[c:32]2[s:33][cH:34][cH:35][cH:36]2)[c:16]2[cH:17][cH:18][cH:19][cH:20][c:21]2[n:22][n:23]1>>[NH:1]([c:2]1[c:3](=[O:14])[c:4](=[O:13])[c:5]1[NH:6][c:7]1[cH:8][n:9][cH:10][cH:11][cH:12]1)[CH:24]([C:25]([CH3:26])([CH3:27])[CH3:28])[NH:29][C:30](=[O:31])[c:32]1[s:33][cH:34][cH:35][cH:36]1. Starting materials: C1CCOC1, CN1CCNCC1, CCOCC, CN1CCNCC1, O=C(O)c1cc2cc(Cl)ccc2o1, Cl, Cl, O. Yields the product O=Cc1cc2cc(Cl)ccc2o1. RXN SMILES: [CH2:31]1[O:32][CH2:33][CH2:34][CH2:35]1.[CH3:10][N:11]1[CH2:12][CH2:13][NH:14][CH2:15][CH2:16]1.[CH3:36][CH2:37][O:38][CH2:39][CH3:40].[CH3:3][N:4]1[CH2:5][CH2:6][NH:7][CH2:8][CH2:9]1.[Cl:17][c:18]1[cH:19][cH:20][c:21]2[c:22]([cH:23][c:24]([C:26](=[O:27])[OH:28])[o:25]2)[cH:29]1.[ClH:1].[ClH:2].[OH2:30]>>[Cl:17][c:18]1[cH:19][cH:20][c:21]2[c:22]([cH:23][c:24]([CH:26]=[O:27])[o:25]2)[cH:29]1. Reactants: solution, C[O-].C(C1=CC=CC=C1)[N+](C)(C)C (benzyltrimethylammonium methoxide), ClC1=C(OC=2C=CC(=C(C(=O)O)C2)[N+](=O)[O-])C=CC(=C1)C(F)(F)F (5-(2-chloro-4-trifluoromethylphenoxy)-2-nitrobenzoic acid). The solvent is CO (methanol), O (water), O (water). Yields the product ClC1=C(OC=2C=CC(=C(C(=O)[O-])C2)[N+](=O)[O-])C=CC(=C1)C(F)(F)F.C(C1=CC=CC=C1)[N+](C)(C)C (Benzyltrimethylammonium 5-(2-Chloro-4-trifluoromethylphenoxy)-2-nitrobenzoate). The yield is 20.0%. As a reaction SMILES: [Cl:1][C:2]1[CH:20]=[C:19]([C:21]([F:24])([F:23])[F:22])[CH:18]=[CH:17][C:3]=1[O:4][C:5]1[CH:6]=[CH:7][C:8]([N+:14]([O-:16])=[O:15])=[C:9]([CH:13]=1)[C:10]([OH:12])=[O:11].C[O-].[CH2:27]([N+:34]([CH3:37])([CH3:36])[CH3:35])[C:28]1[CH:33]=[CH:32][CH:31]=[CH:30][CH:29]=1>O.CO>[Cl:1][C:2]1[CH:20]=[C:19]([C:21]([F:22])([F:23])[F:24])[CH:18]=[CH:17][C:3]=1[O:4][C:5]1[CH:6]=[CH:7][C:8]([N+:14]([O-:16])=[O:15])=[C:9]([CH:13]=1)[C:10]([O-:12])=[O:11].[CH2:27]([N+:34]([CH3:37])([CH3:36])[CH3:35])[C:28]1[CH:33]=[CH:32][CH:31]=[CH:30][CH:29]=1 |f:1.2,5.6|. Procedure: A 20% aqueous methanolic solution of the salt is prepared by slurrying 5-(2-chloro-4-trifluoromethylphenoxy)-2-nitrobenzoic acid (22.2 g, 90% pure) in water (50 g) and adding a 40% solution of benzyltrimethylammonium methoxide (27 g) in methanol to pH 8. Additional water (0.8 g) is then added to give the desired concentration. The reactants are COC(=O)C1=NN(C=C1NC(CSC1=CC=C(C=C1)Br)=O)CCC1=CC=CC=C1 (4-[2-(4-bromo-phenylsulfanyl)-acetylamino]-1-phenethyl-1H-pyrazole-3-carboxylic acid methyl ester), [OH-].[Na+] (sodium hydroxide), Cl (hydrochloric acid). Solvent: CO (methanol). Reaction conditions: time 1 hour. The product is BrC1=CC=C(C=C1)SCC(=O)NC=1C(=NN(C1)CCC1=CC=CC=C1)C(=O)O (4-[2-(4-bromo-phenylsulfanyl)-acetylamino]-1-phenethyl-1H-pyrazole-3-carboxylic acid). Yield: 92.7%. RXN SMILES: C[O:2][C:3]([C:5]1[C:9]([NH:10][C:11](=[O:21])[CH2:12][S:13][C:14]2[CH:19]=[CH:18][C:17]([Br:20])=[CH:16][CH:15]=2)=[CH:8][N:7]([CH2:22][CH2:23][C:24]2[CH:29]=[CH:28][CH:27]=[CH:26][CH:25]=2)[N:6]=1)=[O:4].[OH-].[Na+].Cl>CO>[Br:20][C:17]1[CH:18]=[CH:19][C:14]([S:13][CH2:12][C:11]([NH:10][C:9]2[C:5]([C:3]([OH:4])=[O:2])=[N:6][N:7]([CH2:22][CH2:23][C:24]3[CH:29]=[CH:28][CH:27]=[CH:26][CH:25]=3)[CH:8]=2)=[O:21])=[CH:15][CH:16]=1 |f:1.2|. Reported procedure: 100 mg (0.2 mM) of the compound obtained in Example 1 was dissolved in 1 ml of methanol to which 0.3 ml (0.3 mM, 1.5 eq) of 1N sodium hydroxide was added dropwise, and the resulting mixture was heated with stirring under a nitrogen atmosphere for 1 hour. The resultant was acidified with 1N hydrochloric acid solution, and extracted with ethyl acetate and brine. The organic solvent layer was dried over anhydrous sodium sulfate, filtered, and then distilled under reduced pressure, to obtain 90 mg (... Reactants: CC(=O)O, Cl[Cu]Cl, Cl, O=N[O-], Cc1nn(-c2cc(N)c(Cl)cc2Cl)c(=O)n1C(F)F, [Na+], O=S=O, O. Yields the product Cc1nn(-c2cc(S(=O)(=O)Cl)c(Cl)cc2Cl)c(=O)n1C(F)F. As a reaction SMILES: [CH3:29][C:30](=[O:31])[OH:32].[Cl:33][Cu:34][Cl:35].[ClH:27].[N:20]([O-:21])=[O:22].[NH2:1][c:2]1[c:3]([Cl:19])[cH:4][c:5]([Cl:18])[c:6](-[n:8]2[n:9][c:10]([CH3:17])[n:11]([CH:14]([F:15])[F:16])[c:12]2=[O:13])[cH:7]1.[Na+:23].[O:24]=[S:25]=[O:26].[OH2:28]>>[c:2]1([S:25](=[O:24])(=[O:26])[Cl:27])[c:3]([Cl:19])[cH:4][c:5]([Cl:18])[c:6](-[n:8]2[n:9][c:10]([CH3:17])[n:11]([CH:14]([F:15])[F:16])[c:12]2=[O:13])[cH:7]1. Starting materials: FC1=C(N)C=C(C(=C1)F)[N+](=O)[O-] (2,4-difluoro-5-nitroaniline), C([O-])([O-])=O.[K+].[K+] (potassium carbonate), SCCO (2-mercaptoethanol). The solvent is C(C)(=O)OCC (ethyl acetate), CN(C)C=O (DMF), C(C)(=O)OCC (Ethyl acetate). Conditions: time 2 hour. The product is NC1=C(C=C(C(=C1)[N+](=O)[O-])F)SCCO (2-(2-Amino-5-fluoro-4-nitrophenylthio)ethanol). The yield is 84.0%. RXN SMILES: F[C:2]1[CH:8]=[C:7]([F:9])[C:6]([N+:10]([O-:12])=[O:11])=[CH:5][C:3]=1[NH2:4].C(=O)([O-])[O-].[K+].[K+].[SH:19][CH2:20][CH2:21][OH:22]>CN(C=O)C.C(OCC)(=O)C>[NH2:4][C:3]1[CH:5]=[C:6]([N+:10]([O-:12])=[O:11])[C:7]([F:9])=[CH:8][C:2]=1[S:19][CH2:20][CH2:21][OH:22] |f:1.2.3|. Reported procedure: To a stirred suspension of 2,4-difluoro-5-nitroaniline (100 mg, 0.574 mmol) and potassium carbonate (159 mg, 1.149 mmol) in DMF (1 mL) was added 2-mercaptoethanol (0.081 mL, 1.149 mmol). The resulting mixture was stirred at room temperature for 2 hours. The mixture was then diluted with ethyl acetate and washed with saturated sodium carbonate (3×). The organic phase was dried, filtered, concentrated, and then chromatographed (1:1 EtOAc:hexanes) to give the major product. Ethyl acetate was then u...